Dataset: the Open Reaction Database (ORD), a public repository of structured organic reaction records. Task: describe an organic reaction: reactants, conditions, products, and yield Reactants: [BH3-]C#N, CO, CCC=O, Cn1c(=O)[nH]c2cccc(N)c21, [Na+]. Product: CCCNc1cccc2[nH]c(=O)n(C)c12. Reaction SMILES: [C:17]([BH3-:18])#[N:19].[CH3:21][OH:22].[CH:13]([CH2:14][CH3:15])=[O:16].[NH2:1][c:2]1[cH:3][cH:4][cH:5][c:6]2[c:7]1[n:8]([CH3:12])[c:9](=[O:11])[nH:10]2.[Na+:20]>>[NH:1]([c:2]1[cH:3][cH:4][cH:5][c:6]2[c:7]1[n:8]([CH3:12])[c:9](=[O:11])[nH:10]2)[CH2:13][CH2:14][CH3:15]. Reactants: 1,3-bromo-2,6-dimethoxybenzene, BrC1=C(C=CC=C1OC)OC (1-bromo-2,6-dimethoxybenzene), BrN1C(CCC1=O)=O (N-bromosuccinimide), BrN1C(CCC1=O)=O (N-bromosuccinimide). The solvent is C(C)#N (acetonitrile). Conditions: time 8 hour. Yields the product BrC1=C(C(=CC=C1OC)Br)OC (1,3-dibromo-2,6-dimethoxybenzene). Yield: 95.1%. As a reaction SMILES: [Br:1][C:2]1[C:7]([O:8][CH3:9])=[CH:6][CH:5]=[CH:4][C:3]=1[O:10][CH3:11].[Br:12]N1C(=O)CCC1=O>C(#N)C>[Br:1][C:2]1[C:7]([O:8][CH3:9])=[CH:6][CH:5]=[C:4]([Br:12])[C:3]=1[O:10][CH3:11]. Procedure: 17.9 g of 1-bromo-2,6-dimethoxybenzene and 200 mL of acetonitrile were placed in a flask, and the resulting mixture was cooled on ice. Then, 14.7 g of N-bromosuccinimide was added. Then, while heating the reaction solution to room temperature, stirring was conducted for 8 hours. 2.39 g of N-bromosuccinimide was further added, and stirring was conducted at room temperature for 7 hours. After completion of the stirring, the solvent was distilled off under reduced pressure. Residues were dissolved ... The reactants are COC(=O)C1(CNC(=O)OC(C)(C)C)CC1C(C)C, CO, [Li+], [OH-], O. Yields the product CC(C)C1CC1(CNC(=O)OC(C)(C)C)C(=O)O. As a reaction SMILES: [CH3:1][O:2][C:3](=[O:4])[C:5]1([CH2:11][NH:12][C:13](=[O:14])[O:15][C:16]([CH3:17])([CH3:18])[CH3:19])[CH:6]([CH:8]([CH3:9])[CH3:10])[CH2:7]1.[CH3:22][OH:23].[Li+:21].[OH-:20].[OH2:24]>>[O:2]=[C:3]([OH:4])[C:5]1([CH2:11][NH:12][C:13](=[O:14])[O:15][C:16]([CH3:17])([CH3:18])[CH3:19])[CH:6]([CH:8]([CH3:9])[CH3:10])[CH2:7]1. The reactants are C(C1=CC=CC=C1)OC(NC1N=C(C2=C(N(C1=O)C)C=CC=C2)C2=CC=C(C=C2)C(N)=O)=O ([5-(4-carbamoyl-phenyl)-1-methyl-2-oxo-2,3-dihydro-1H-benzo[e][1,4]-diazepin-3-yl-]carbamic acid benzyl ester), Br (hydrogen bromide). The solvent is ice. Product: NC1N=C(C2=C(N(C1=O)C)C=CC=C2)C2=CC=C(C(=O)N)C=C2 (4(3-amino-1-methyl-2-oxo-2,3-dihydro-1H-benzo[e][1,4]diazepin-5-yl)-benzamide). The yield is 79.3%. Reaction SMILES: C(OC(=O)[NH:10][CH:11]1[C:17](=[O:18])[N:16]([CH3:19])[C:15]2[CH:20]=[CH:21][CH:22]=[CH:23][C:14]=2[C:13]([C:24]2[CH:29]=[CH:28][C:27]([C:30](=[O:32])[NH2:31])=[CH:26][CH:25]=2)=[N:12]1)C1C=CC=CC=1.Br>>[NH2:10][CH:11]1[C:17](=[O:18])[N:16]([CH3:19])[C:15]2[CH:20]=[CH:21][CH:22]=[CH:23][C:14]=2[C:13]([C:24]2[CH:25]=[CH:26][C:27]([C:30]([NH2:31])=[O:32])=[CH:28][CH:29]=2)=[N:12]1. Procedure details: To the product from Step 2C (400 mg, 0.9 mmol.) was added hydrogen bromide (45 wt % in acetic acid, 2 ml) and the mixture stirred until dissolution was complete (30 minutes). After this time, the orange solution was poured into ice cold ether (20 ml) and vigorously stirred for 10 minutes. The resulting precipitate was filtered and washed with cold ether to give the title compound (220 mg, 80%) as the hydrobromide salt. The reactants are [BH4-], CC(=O)c1sc(Br)cc1C, CCO, Cl, [Na+]. As a reaction SMILES: [BH4-:11].[Br:1][c:2]1[cH:3][c:4]([CH3:10])[c:5]([C:7]([CH3:8])=[O:9])[s:6]1.[CH3:14][CH2:15][OH:16].[ClH:13].[Na+:12]>>[Br:1][c:2]1[cH:3][c:4]([CH3:10])[c:5]([CH2:7][OH:9])[s:6]1. Yields the product Cc1cc(Br)sc1CO. Starting materials: C(C)(=O)NC1=CC=C(C=O)C=C1 (4-acetamidobenzaldehyde), C(C1=CC=CC=C1)NO (N-benzylhydroxylamine), hydrochloride salt, C(=O)([O-])[O-].[K+].[K+] (K2CO3). Product: C(C1=CC=CC=C1)[N+](=CC1=CC=C(C=C1)NC(C)=O)[O-] (N-Benzyl-α-(4-acetamidophenyl)nitrone). As a reaction SMILES: [C:1]([NH:4][C:5]1[CH:12]=[CH:11][C:8]([CH:9]=O)=[CH:7][CH:6]=1)(=[O:3])[CH3:2].[CH2:13]([NH:20][OH:21])[C:14]1[CH:19]=[CH:18][CH:17]=[CH:16][CH:15]=1.C([O-])([O-])=O.[K+].[K+]>>[CH2:13]([N+:20]([O-:21])=[CH:9][C:8]1[CH:11]=[CH:12][C:5]([NH:4][C:1](=[O:3])[CH3:2])=[CH:6][CH:7]=1)[C:14]1[CH:19]=[CH:18][CH:17]=[CH:16][CH:15]=1 |f:2.3.4|. Reported procedure: Using 4-acetamidobenzaldehyde and N-benzylhydroxylamine (prepared from the hydrochloride salt by treatment with K2CO3) and following the procedures described herein, the title compound was prepared as a yellow powder, m.p. 230.7-237.7° C.